This data is from the Open Reaction Database (ORD), a public repository of structured organic reaction records. The task is: describe an organic reaction: reactants, conditions, products, and yield Reactants: C1CCC2=NCCCN2CC1, COCCOC, N#Cc1c(Cl)nc(N)nc1-c1ccccc1, OCCc1ccccc1. The product is N#Cc1c(OCCc2ccccc2)nc(N)nc1-c1ccccc1. As a reaction SMILES: [CH2:26]1[CH2:27][CH2:28][C:29]2=[N:34][CH2:33][CH2:32][CH2:31][N:30]2[CH2:35][CH2:36]1.[CH3:37][O:38][CH2:39][CH2:40][O:41][CH3:42].[NH2:1][c:2]1[n:3][c:4](-[c:11]2[cH:12][cH:13][cH:14][cH:15][cH:16]2)[c:5]([C:9]#[N:10])[c:6]([Cl:8])[n:7]1.[OH:17][CH2:18][CH2:19][c:20]1[cH:21][cH:22][cH:23][cH:24][cH:25]1>>[NH2:1][c:2]1[n:3][c:4](-[c:11]2[cH:12][cH:13][cH:14][cH:15][cH:16]2)[c:5]([C:9]#[N:10])[c:6]([O:17][CH2:18][CH2:19][c:20]2[cH:21][cH:22][cH:23][cH:24][cH:25]2)[n:7]1. Yields the product COC1=C(C2=C(OCCO2)C=C1)C=O (6-methoxy-2,3-dihydrobenzo[b][1,4]dioxine-5-carbaldehyde). The solvent is C1CCOC1 (THF), CCOCC (Et2O). Reactants: COC1=CC2=C(OCCO2)C=C1 (6-methoxy-2,3-dihydrobenzo[b][1,4]dioxine), CN(CCN(C)C)C (N1,N1,N2,N2-tetramethylethane-1,2-diamine), [NH4+].[Cl-] (NH4Cl), CN(C)C=O (DMF), [Li]CCCC (n-BuLi), hexanes. Reported procedure: A cooled (−20° C.) mixture of 6-methoxy-2,3-dihydrobenzo[b][1,4]dioxine (2.119 g; 12.80 mmol), and N1,N1,N2,N2-tetramethylethane-1,2-diamine (2.28 ml; 15.30 mmol) in anh. THF (100 ml), under nitrogen, was treated dropwise with a solution of 1.6 M n-BuLi in hexanes (8.00 ml; 12.80 mmol). The resulting mixture was further stirred at −20° C. for 1 h. Anh. DMF (5.0 ml; 64.57 mmol) was then added, and the mixture was stirred at rt for 20 min. Aq. sat. NH4Cl and Et2O were successively added, and the a... RXN SMILES: [CH3:1][O:2][C:3]1[CH:12]=[CH:11][C:6]2[O:7][CH2:8][CH2:9][O:10][C:5]=2[CH:4]=1.CN(C)CCN(C)C.[Li]CCCC.CN([CH:29]=[O:30])C.[NH4+].[Cl-]>C1COCC1.CCOCC>[CH3:1][O:2][C:3]1[CH:12]=[CH:11][C:6]2[O:7][CH2:8][CH2:9][O:10][C:5]=2[C:4]=1[CH:29]=[O:30] |f:4.5|. Run at temperature -20 celsius, time 1 hour. The reactants are [N+](=O)([O-])C1=C(C=CC(=C1)[N+](=O)[O-])O (2,4-dinitrophenol), BrC(CO)CBr (2,3-dibromopropanol), C([O-])([O-])=O.[K+].[K+] (potassium carbonate), O (water). The solvent is CN(C=O)C (dimethylformamide). The product is OCC(COC1=C(C=C(C=C1)[N+](=O)[O-])[N+](=O)[O-])OC1=C(C=C(C=C1)[N+](=O)[O-])[N+](=O)[O-] (1-hydroxymethyl-1,2-bis-(2',4'-dinitrophenoxy)-ethane). As a reaction SMILES: [N+:1]([C:4]1[CH:9]=[C:8]([N+:10]([O-:12])=[O:11])[CH:7]=[CH:6][C:5]=1[OH:13])([O-:3])=[O:2].Br[CH:15]([CH2:18]Br)[CH2:16][OH:17].[C:20](=[O:23])([O-])[O-].[K+].[K+].[OH2:26]>CN(C)C=O>[OH:17][CH2:16][CH:15]([O:23][C:20]1[CH:6]=[CH:7][C:8]([N+:10]([O-:11])=[O:26])=[CH:9][C:4]=1[N+:1]([O-:3])=[O:2])[CH2:18][O:13][C:5]1[CH:6]=[CH:7][C:8]([N+:10]([O-:12])=[O:11])=[CH:9][C:4]=1[N+:1]([O-:3])=[O:2] |f:2.3.4|. Reported procedure: A mixture of 19.2 gm (0.1 mol) of 2,4-dinitrophenol (96%), 13.6 gm (0.05 mol) of 2,3-dibromopropanol, and 6.9 gm (0.05 mol) of potassium carbonate was refluxed for eight hours in 20 ml of dimethylformamide. After cooling, the solution was poured into 1.5 liters of water, and the precipitated product was removed by suction and washed with water. The intermediate obtained melted with decomposition at 129° C. Starting materials: C1(=CC=C(C=C1)S(=O)(=O)[O-])C.CC=1SC(=C([N+]1CC)C)C(=O)OCC (2,4-dimethyl-3-ethyl-5-ethoxycarbonyl-thiazolium p-toluene-sulfonate), ClC(C1=CC=C(C(=O)Cl)C=C1)(Cl)Cl (p-trichloromethylbenzoyl chloride). Yields the product ClC(C1=CC=C(C(=O)C=C2SC(=C(N2CC)C)C(=O)OCC)C=C1)(Cl)Cl (2-(p-trichloromethyl-benzoylmethylene)-3-ethyl-4-methyl-5-ethoxycarbonylthiazoline). As a reaction SMILES: C1(C)C=CC(S([O-])(=O)=O)=CC=1.[CH3:12][C:13]1[S:14][C:15]([C:21]([O:23][CH2:24][CH3:25])=[O:22])=[C:16]([CH3:20])[N+:17]=1[CH2:18][CH3:19].[Cl:26][C:27]([Cl:38])([Cl:37])[C:28]1[CH:36]=[CH:35][C:31]([C:32](Cl)=[O:33])=[CH:30][CH:29]=1>>[Cl:26][C:27]([Cl:37])([Cl:38])[C:28]1[CH:36]=[CH:35][C:31]([C:32]([CH:12]=[C:13]2[N:17]([CH2:18][CH3:19])[C:16]([CH3:20])=[C:15]([C:21]([O:23][CH2:24][CH3:25])=[O:22])[S:14]2)=[O:33])=[CH:30][CH:29]=1 |f:0.1|. Procedure: Analogous to Preparation Example 1 B, the 2,4-dimethyl-3-ethyl-5-ethoxycarbonyl-thiazolium p-toluene-sulfonate is reacted with p-trichloromethylbenzoyl chloride to give 2-(p-trichloromethyl-benzoylmethylene)-3-ethyl-4-methyl-5-ethoxycarbonylthiazoline. Starting materials: ClC=1C=CC=C2C=C(NC12)B1OC(C(O1)(C)C)(C)C (7-chloro-2-(4,4,5,5-tetramethyl-[1,3,2]dioxaborolan-2-yl)-1H-indole), COC1=C2C=CNC2=C(C=C1)OC (4,7-dimethoxy-1H-indole). Product: COC1=C2C=C(NC2=C(C=C1)OC)B1OC(C(O1)(C)C)(C)C (4,7-Dimethoxy-2-(4,4,5,5-tetramethyl-[1,3,2]dioxaborolan-2-yl)-1H-indole). Reaction SMILES: ClC1C=CC=C2C=1NC([B:11]1[O:15][C:14]([CH3:17])([CH3:16])[C:13]([CH3:19])([CH3:18])[O:12]1)=C2.[CH3:20][O:21][C:22]1[CH:30]=[CH:29][C:28]([O:31][CH3:32])=[C:27]2[C:23]=1[CH:24]=[CH:25][NH:26]2>>[CH3:20][O:21][C:22]1[CH:30]=[CH:29][C:28]([O:31][CH3:32])=[C:27]2[C:23]=1[CH:24]=[C:25]([B:11]1[O:15][C:14]([CH3:17])([CH3:16])[C:13]([CH3:19])([CH3:18])[O:12]1)[NH:26]2. Reported procedure: Prepared according to a procedure analogous to that described for 7-chloro-2-(4,4,5,5-tetramethyl-[1,3,2]dioxaborolan-2-yl)-1H-indole using 4,7-dimethoxy-1H-indole.